From a dataset of the Open Reaction Database (ORD), a public repository of structured organic reaction records. describe an organic reaction: reactants, conditions, products, and yield Reactants: CC(=O)N1CCN(C(C)C)CC1, CO, [K+], [OH-]. The product is CC(C)N1CCNCC1. Reaction SMILES: [C:1](=[O:2])([CH3:3])[N:4]1[CH2:5][CH2:6][N:7]([CH:10]([CH3:11])[CH3:12])[CH2:8][CH2:9]1.[CH3:15][OH:16].[K+:14].[OH-:13]>>[NH:4]1[CH2:5][CH2:6][N:7]([CH:10]([CH3:11])[CH3:12])[CH2:8][CH2:9]1. The reactants are Cn1nc(CN)nc1NCCCOc1cccc(CN2CCCCC2)c1, CCOC(C)=O, C, O=S(=O)(Cl)Cl, c1ccncc1. The product is Cn1nc(CNS(C)(=O)=O)nc1NCCCOc1cccc(CN2CCCCC2)c1. Reaction SMILES: [CH3:1][n:2]1[n:3][c:4]([CH2:25][NH2:26])[n:5][c:6]1[NH:7][CH2:8][CH2:9][CH2:10][O:11][c:12]1[cH:13][c:14]([CH2:18][N:19]2[CH2:20][CH2:21][CH2:22][CH2:23][CH2:24]2)[cH:15][cH:16][cH:17]1.[CH3:33][CH2:34][O:35][C:36](=[O:37])[CH3:38].[CH4:32].[S:27](=[O:28])(=[O:29])([Cl:30])[Cl:31].[cH:39]1[cH:40][cH:41][n:42][cH:43][cH:44]1>>[CH3:1][n:2]1[n:3][c:4]([CH2:25][NH:26][S:27](=[O:28])(=[O:29])[CH3:33])[n:5][c:6]1[NH:7][CH2:8][CH2:9][CH2:10][O:11][c:12]1[cH:13][c:14]([CH2:18][N:19]2[CH2:20][CH2:21][CH2:22][CH2:23][CH2:24]2)[cH:15][cH:16][cH:17]1. Reactants: O=C(NCCc1ccc(O)c(O)c1)c1cccnc1, CI, CO. Yields the product C[n+]1cccc(C(=O)NCCc2ccc(O)c(O)c2)c1, [I-]. Reaction SMILES: [C:1]([c:2]1[cH:3][n:4][cH:5][cH:6][cH:7]1)(=[O:8])[NH:9][CH2:10][CH2:11][c:12]1[cH:13][c:14]([OH:15])[c:16]([OH:17])[cH:18][cH:19]1.[CH3:20][I:21].[CH3:22][OH:23]>>[C:1]([c:2]1[cH:3][n+:4]([CH3:20])[cH:5][cH:6][cH:7]1)(=[O:8])[NH:9][CH2:10][CH2:11][c:12]1[cH:13][c:14]([OH:15])[c:16]([OH:17])[cH:18][cH:19]1.[I-:21]. Reactants: C(C1=CC=CC=C1)NCCS (N-benzyl-cysteamine), CSC(=C[N+](=O)[O-])SC (1,1-bis-methylthio-2-nitro-ethylene). The solvent is C(C)O (ethanol). Run at time 20 minute. Yields the product C(C1=CC=CC=C1)N1C(SCC1)=C[N+](=O)[O-] (3-benzyl-2-nitromethylene-thiazolidine). Yield: 95.8%. Reaction SMILES: [CH2:1]([NH:8][CH2:9][CH2:10][SH:11])[C:2]1[CH:7]=[CH:6][CH:5]=[CH:4][CH:3]=1.CS[C:14](SC)=[CH:15][N+:16]([O-:18])=[O:17]>C(O)C>[CH2:1]([N:8]1[CH2:9][CH2:10][S:11][C:14]1=[CH:15][N+:16]([O-:18])=[O:17])[C:2]1[CH:7]=[CH:6][CH:5]=[CH:4][CH:3]=1. Reported procedure: 3.34 g (20 moles) of N-benzyl-cysteamine and 3.3 g of 1,1-bis-methylthio-2-nitro-ethylene are refluxed in 50 ml of ethanol for one hour. The gas evolution terminates after boiling for 20 minutes. The mixture is cooled and the precipitated product is isolated by filtration. 4.52 g of 3-benzyl-2-nitromethylene-thiazolidine are obtained, melting at 136° to 138° C. Crystallization of the product from 140 ml of ethanol yields 4.08 g of a purified product, melting at 139° C. The reactants are Cl (hydrochloric acid), C(C)OC(=O)[C@H]1CN(CCC1)CCON=C1C2=C(CCC3=C1C=CC=C3)C=CC=C2 ((R)-N-(2-(((10,11-dihydro-5H-dibenzo[a,d]cyclohepten-5-ylidene)amino)oxy)ethyl)-3-piperidinecarboxylic acid ethyl ester), ClCCl (Dichloromethane), [OH-].[Na+] (sodium hydroxide). The solvent is C(C)O (ethanol). Conditions: time 22 hour. Yields the product Cl.C1=CC=CC=2C(C3=C(CCC21)C=CC=C3)=NOCCN3C[C@@H](CCC3)C(=O)O ((R)-N-(2-(((10,11-Dihydro-5H-dibenzo[a,d]cyclohepten-5-ylidene)amino)oxy)ethyl)-3-piperidinecarboxylic acid hydrochloride). RXN SMILES: C([O:3][C:4]([C@@H:6]1[CH2:11][CH2:10][CH2:9][N:8]([CH2:12][CH2:13][O:14][N:15]=[C:16]2[C:22]3[CH:23]=[CH:24][CH:25]=[CH:26][C:21]=3[CH2:20][CH2:19][C:18]3[CH:27]=[CH:28][CH:29]=[CH:30][C:17]2=3)[CH2:7]1)=[O:5])C.[OH-].[Na+].[Cl:33]CCl.Cl>C(O)C>[ClH:33].[CH:27]1[C:18]2[CH2:19][CH2:20][C:21]3[CH:26]=[CH:25][CH:24]=[CH:23][C:22]=3[C:16](=[N:15][O:14][CH2:13][CH2:12][N:8]3[CH2:9][CH2:10][CH2:11][C@@H:6]([C:4]([OH:5])=[O:3])[CH2:7]3)[C:17]=2[CH:30]=[CH:29][CH:28]=1 |f:1.2,6.7|. Procedure: The above ester (1.0 g, 3.0 mmol) was dissolved in ethanol (25 ml) and a 4 N sodium hydroxide solution (3.4 ml) was added. The mixture was stirred vigorously at room temperature for 22 h. The solvent was evaporated in vacuo to give an oily residue. Dichloromethane (75 ml) was added and the mixture was cooled on an ice-bath. A concentrated hydrochloric acid solution (1.6 ml) was added. The mixture was stirred vigorously for a few minutes and the phases were separated. The organic phase was dried ... Reactants: ClC1=CC=C(CNC(=O)C=2C(C3=C(N(C2)C)C(=C(S3)C=O)COCC[Si](C)(C)C)=O)C=C1 (N-(4-chlorobenzyl)-2-formyl-4-methyl-7-oxo-3-{[2-(trimethylsilyl)ethoxy]methyl}-4,7-dihydrothieno[3,2-b]pyridine-6-carboxamide), C(C)(=O)O (acetic acid), C(C)(=O)O[BH-](OC(C)=O)OC(C)=O.[Na+] (sodium triacetoxyborohydride). The solvent is C(Cl)Cl (CH2Cl2). Run at time 4 hour. Product: ClC1=CC=C(CNC(=O)C=2C(C3=C(N(C2)C)C(=C(S3)CO)COCC[Si](C)(C)C)=O)C=C1 (N-(4-Chlorobenzyl)-2-(hydroxymethyl)-4-methyl-7-oxo-3-{[2-(trimethylsilyl)ethoxy]methyl}-4,7-dihydrothieno[3,2-b]pyridine-6-carboxamide). Isolated yield 97.7%. As a reaction SMILES: [Cl:1][C:2]1[CH:32]=[CH:31][C:5]([CH2:6][NH:7][C:8]([C:10]2[C:11](=[O:30])[C:12]3[S:19][C:18]([CH:20]=[O:21])=[C:17]([CH2:22][O:23][CH2:24][CH2:25][Si:26]([CH3:29])([CH3:28])[CH3:27])[C:13]=3[N:14]([CH3:16])[CH:15]=2)=[O:9])=[CH:4][CH:3]=1.C(O)(=O)C.C(O[BH-](OC(=O)C)OC(=O)C)(=O)C.[Na+]>C(Cl)Cl>[Cl:1][C:2]1[CH:3]=[CH:4][C:5]([CH2:6][NH:7][C:8]([C:10]2[C:11](=[O:30])[C:12]3[S:19][C:18]([CH2:20][OH:21])=[C:17]([CH2:22][O:23][CH2:24][CH2:25][Si:26]([CH3:27])([CH3:28])[CH3:29])[C:13]=3[N:14]([CH3:16])[CH:15]=2)=[O:9])=[CH:31][CH:32]=1 |f:2.3|. Procedure details: To a cold (0° C.), stirred solution of 1.56 g of N-(4-chlorobenzyl)-2-formyl-4-methyl-7-oxo-3-{[2-(trimethylsilyl)ethoxy]methyl}-4,7-dihydrothieno[3,2-b]pyridine-6-carboxamide And 0.91 mL of acetic acid in 32 mL of CH2Cl2 is added 1.7 g of sodium triacetoxyborohydride. The ice bath is removed and the reaction allowed to stir at room temperature for 4 h, then partitioned between chloroform and aq. NaHCO3. The organic phase is dried (Na2SO4) and concentrated under reduced pressure, and the residue... The reactants are C([O-])([O-])=O.[K+].[K+] (potassium carbonate), OCC=1C=C2C[C@@H](CC2=CC1)NS(=O)(=O)C(C)C ((R)—N-(5-(hydroxymethyl)-2,3-dihydro-1H-inden-2-yl)propane-2-sulfonamide), FC(C1=NNC=C1C(C)(C)O)(F)F (2-(3-(trifluoromethyl)-1H-pyrazol-4-yl)propan-2-ol), S(=O)(Cl)Cl (thionyl chloride). The solvent is C(Cl)Cl (DCM). Reaction conditions: time 1 hour. Yields the product OC(C)(C)C=1C(=NN(C1)CC=1C=C2C[C@@H](CC2=CC1)NS(=O)(=O)C(C)C)C(F)(F)F ((R)—N-(5-((4-(2-hydroxypropan-2-yl)-3-(trifluoromethyl)-1H-pyrazol-1-yl)methyl)-2,3-dihydro-1H-inden-2-yl)propane-2-sulfonamide). The yield is 20.0%. Reaction SMILES: O[CH2:2][C:3]1[CH:4]=[C:5]2[C:9](=[CH:10][CH:11]=1)[CH2:8][C@@H:7]([NH:12][S:13]([CH:16]([CH3:18])[CH3:17])(=[O:15])=[O:14])[CH2:6]2.S(Cl)(Cl)=O.[F:23][C:24]([F:35])([F:34])[C:25]1[C:29]([C:30]([OH:33])([CH3:32])[CH3:31])=[CH:28][NH:27][N:26]=1.C(=O)([O-])[O-].[K+].[K+]>C(Cl)Cl>[OH:33][C:30]([C:29]1[C:25]([C:24]([F:35])([F:34])[F:23])=[N:26][N:27]([CH2:2][C:3]2[CH:4]=[C:5]3[C:9](=[CH:10][CH:11]=2)[CH2:8][C@@H:7]([NH:12][S:13]([CH:16]([CH3:18])[CH3:17])(=[O:15])=[O:14])[CH2:6]3)[CH:28]=1)([CH3:32])[CH3:31] |f:3.4.5|. Procedure: (R)—N-(5-(hydroxymethyl)-2,3-dihydro-1H-inden-2-yl)propane-2-sulfonamide (30 mg, 0.11 mmol) was dissolved in DCM (5 mL) and thionyl chloride (66 mg, 0.57 mmol) was added. The reaction mixture was stirred at room temperature for 1 h before being concentrated to dryness. The whole was dissolved in DMF (2 mL) and 2-(3-(trifluoromethyl)-1H-pyrazol-4-yl)propan-2-ol (21.6 mg, 0.11 mmol) was added followed by potassium carbonate (30.8 mg, 0.22 mmol). The reaction mixture was stirred at room temperature...